From a dataset of the Open Reaction Database (ORD), a public repository of structured organic reaction records. describe an organic reaction: reactants, conditions, products, and yield Reactants: COc1c(C)c(C)c(OC)c(CCC2(C)CO2)c1C, CC(C)CCCC(C)CCCC(C)CCBr, CCOC(C)=O, CSC, [Cl-], [Cu]Br, [Mg], [NH4+]. Yields the product COc1c(C)c(C)c(OC)c(CCC(C)(O)CCCC(C)CCCC(C)CCCC(C)C)c1C. RXN SMILES: [CH3:18][O:19][c:20]1[c:21]([CH2:31][CH2:32][C:33]2([CH3:36])[CH2:34][O:35]2)[c:22]([CH3:30])[c:23]([O:28][CH3:29])[c:24]([CH3:27])[c:25]1[CH3:26].[CH3:1][CH:2]([CH2:3][CH2:4][Br:5])[CH2:6][CH2:7][CH2:8][CH:9]([CH2:10][CH2:11][CH2:12][CH:13]([CH3:14])[CH3:15])[CH3:16].[CH3:39][CH2:40][O:41][C:42](=[O:43])[CH3:44].[CH3:45][S:46][CH3:47].[Cl-:37].[Cu:48][Br:49].[Mg:17].[NH4+:38]>>[CH3:1][CH:2]([CH2:3][CH2:4][CH2:34][C:33]([CH2:32][CH2:31][c:21]1[c:20]([O:19][CH3:18])[c:25]([CH3:26])[c:24]([CH3:27])[c:23]([O:28][CH3:29])[c:22]1[CH3:30])([OH:35])[CH3:36])[CH2:6][CH2:7][CH2:8][CH:9]([CH2:10][CH2:11][CH2:12][CH:13]([CH3:14])[CH3:15])[CH3:16]. RXN SMILES: [Cl:14][CH2:15][Cl:16].[Cl:1][c:2]1[c:3]([S:10](=[O:11])(=[O:12])[CH3:13])[cH:4][c:5]([CH2:6][OH:7])[cH:8][cH:9]1>>[Cl:1][c:2]1[c:3]([S:10](=[O:11])(=[O:12])[CH3:13])[cH:4][c:5]([CH:6]=[O:7])[cH:8][cH:9]1. The product is CS(=O)(=O)c1cc(C=O)ccc1Cl. Starting materials: ClCCl, CS(=O)(=O)c1cc(CO)ccc1Cl. Reactants: CB1OC([C@@H]2N1CCC2)(C2=CC=CC=C2)C2=CC=CC=C2 ((R)-1-methyl-3,3-diphenylhexahydropyrrolo[1,2-c][1,3,2]oxazaborole), C(C)N(C1=CC=CC=C1)CC.B (borane diethylaniline), BrCC(=O)C1=CC(=C(C=C1)C(F)(F)F)F (2-bromo-1-(3-fluoro-4-(trifluoromethyl)phenyl)ethanone). Solvent: CC(C)(C)OC (MTBE), CC(C)(C)OC (MTBE). Conditions: temperature 40 celsius, time 30 minute. Yields the product BrC[C@H](O)C1=CC(=C(C=C1)C(F)(F)F)F ((R)-2-bromo-1-(3-fluoro-4-(trifluoromethyl)phenyl)ethanol). The yield is 79.6%. Reaction SMILES: CB1N2CCC[C@@H]2C(C2C=CC=CC=2)(C2C=CC=CC=2)O1.C(N(CC)C1C=CC=CC=1)C.B.[Br:34][CH2:35][C:36]([C:38]1[CH:43]=[CH:42][C:41]([C:44]([F:47])([F:46])[F:45])=[C:40]([F:48])[CH:39]=1)=[O:37]>CC(OC)(C)C>[Br:34][CH2:35][C@@H:36]([C:38]1[CH:43]=[CH:42][C:41]([C:44]([F:45])([F:46])[F:47])=[C:40]([F:48])[CH:39]=1)[OH:37] |f:1.2|. Reported procedure: A solution of (R)-1-methyl-3,3-diphenylhexahydropyrrolo[1,2-c][1,3,2]oxazaborole (0.83 mL, 1.4 mmol) and borane diethylaniline (2.5 mL, 14 mmol) in MTBE (25 mL) prepared at RT and heated to 40° C. A solution of 2-bromo-1-(3-fluoro-4-(trifluoromethyl)phenyl)ethanone (143a, 4.0 g, 14 mmol, CASRN 54429-22-3) and MTBE (30 mL) was added dropwise to the above solution and the reaction was stirred at 40° C. for 30 min. The reaction was quenched by adding MeOH followed by 1M HCl and the reaction mixture... Starting materials: [H][H] (hydrogen), N1=CC=CC2=CC=CC=C12 (quinoline), [S] (sulfur), solution, FC(C=1C=C(C(=O)Cl)C=C(C1)C(F)(F)F)(F)F (3,5-bis(trifluoromethyl)benzoyl chloride), complex, [H][H] (hydrogen). Reagents/catalysts: [Pd] (palladium on barium sulfate). Solvent: C1(=CC=CC=C1)C (toluene), O (water). Reaction conditions: temperature 105 celsius. Yields the product FC(C=1C=C(C=O)C=C(C1)C(F)(F)F)(F)F (3,5-bis(trifluoromethyl)benzaldehyde). Yield: 86.8%. RXN SMILES: N1C2C(=CC=CC=2)C=CC=1.[S].[F:12][C:13]([F:28])([F:27])[C:14]1[CH:15]=[C:16]([CH:20]=[C:21]([C:23]([F:26])([F:25])[F:24])[CH:22]=1)[C:17](Cl)=[O:18].[H][H]>C1(C)C=CC=CC=1.[Pd].O>[F:12][C:13]([F:27])([F:28])[C:14]1[CH:15]=[C:16]([CH:20]=[C:21]([C:23]([F:26])([F:24])[F:25])[CH:22]=1)[CH:17]=[O:18] |^3:10|. Procedure: 60 g of freshly distilled quinoline and 10 g of sulfur were refluxed for 5 hours with stirring. The cooled mixture was diluted with 700 ml of toluene. This gave a solution of a quinoline-sulfur complex containing 100 mg of the complex per ml. 2.5 g of 5% palladium on barium sulfate, 0.25 ml of the solution of the complex and 250 g of 3,5-bis(trifluoromethyl)benzoyl chloride were placed in a reaction vessel at room temperature with exclusion of water. A gentle stream of hydrogen gas was then pass... The reactants are CO, O, O=C(O)c1csc(CO)c1, O=S(=O)(O)O. Yields the product COC(=O)c1csc(CO)c1. Reaction SMILES: [CH3:16][OH:17].[OH2:18].[OH:1][CH2:2][c:3]1[cH:4][c:5]([C:8](=[O:9])[OH:10])[cH:6][s:7]1.[S:11](=[O:12])(=[O:13])([OH:14])[OH:15]>>[OH:1][CH2:2][c:3]1[cH:4][c:5]([C:8]([O:9][CH3:16])=[O:10])[cH:6][s:7]1. Starting materials: CI (methyl iodide), [H-].[Na+] (Sodium hydride), O (Water), [H-].[Na+] (sodium hydride), OCC1CC(C2=C(SC=C2)C1)=O (6-(Hydroxymethyl)-6,7-dihydrobenzo[b]thiophen-4(5H)-one). Solvent: C1CCOC1 (THF), CCCCCC (hexane), [Cl-].[Na+].O (brine), C1CCOC1 (THF). Reaction conditions: time 3 hour. Product: COCC1=CC(C2=C(SC=C2)C1)=O (6-(methoxymethyl)benzo[b]thiophen-4(7H)-one). Isolated yield 13.7%. Reaction SMILES: [H-].[Na+].[OH:3][CH2:4][CH:5]1[CH2:13][C:9]2[S:10][CH:11]=[CH:12][C:8]=2[C:7](=[O:14])[CH2:6]1.[CH3:15]I.O>CCCCCC.C1COCC1.[Cl-].[Na+].O>[CH3:15][O:3][CH2:4][C:5]1[CH2:13][C:9]2[S:10][CH:11]=[CH:12][C:8]=2[C:7](=[O:14])[CH:6]=1 |f:0.1,7.8.9|. Procedure details: Sodium hydride (60% dispersion in mineral oil, 0.2 g, 5 mmol), was washed with hexane and then suspended in THF (6 mL) under a nitrogen atmosphere at 0° C. 6-(Hydroxymethyl)-6,7-dihydrobenzo[b]thiophen-4(5H)-one (0.745 g, 4.1 mmol) was dissolved in THF (4 mL) and added drop-wise to the sodium hydride suspension. After 10 min methyl iodide (0.71 g, 0.31 mL, 5 mmol) was added and the reaction mixture was warmed to room temperature and stirred for 3 hr. Water and saturated brine solution (2 mL, 1:1... Reactants: C(=O)(OC)[C@@H]1[C@]2(C)[C@@H](CC1)[C@@H]1CC=C3C[C@H](CC[C@]3(C)[C@H]1CC2)O (17β-carbomethoxy-3β-hydroxy-5-androstene), C(C)(=O)OC(C)=O (acetic anhydride), ice water. Run in N1=CC=CC=C1 (pyridine). Conditions: time 18 hour. Product: C(=O)(OC)[C@@H]1[C@]2(C)[C@@H](CC1)[C@@H]1CC=C3C[C@H](CC[C@]3(C)[C@H]1CC2)OC(C)=O (17β-carbomethoxy-3β-acetoxy-5-androstene). RXN SMILES: [C:1]([C@H:5]1[CH2:10][CH2:9][C@H:8]2[C@H:11]3[C@H:21]([CH2:22][CH2:23][C@:6]12[CH3:7])[C@:19]1([CH3:20])[C:14]([CH2:15][C@@H:16]([OH:24])[CH2:17][CH2:18]1)=[CH:13][CH2:12]3)([O:3][CH3:4])=[O:2].[C:25](OC(=O)C)(=[O:27])[CH3:26]>N1C=CC=CC=1>[C:1]([C@H:5]1[CH2:10][CH2:9][C@H:8]2[C@H:11]3[C@H:21]([CH2:22][CH2:23][C@:6]12[CH3:7])[C@:19]1([CH3:20])[C:14]([CH2:15][C@@H:16]([O:24][C:25](=[O:27])[CH3:26])[CH2:17][CH2:18]1)=[CH:13][CH2:12]3)([O:3][CH3:4])=[O:2]. Procedure details: To a mechanically stirred solution of 17β-carbomethoxy-3β-hydroxy-5-androstene (100 g, 0.30 mol), prepared as described in Rasmusson et al., Journal of Medicinal Chemistry 1984, 27, 1690, incorporated herein by reference, in pyridine (750 mL) in a 2 L 4-necked round bottom flask equipped with an addition funnel at ambient temperature is added acetic anhydride (130 mL, 1.38 mol). The resulting dark solution is stirred at ambient temperature for 18 h, transferred to an addition funnel, and added d...